This data is from the Open Reaction Database (ORD), a public repository of structured organic reaction records. The task is: describe an organic reaction: reactants, conditions, products, and yield Starting materials: C=C[Sn](CCCC)(CCCC)CCCC, CN(C)C=O, COC(=O)c1ccc(C)c(-n2cnc(OCc3ccc(F)cc3F)c(I)c2=O)c1, [Pd], [Sn]. Product: C=Cc1c(OCc2ccc(F)cc2F)ncn(-c2cc(C(=O)OC)ccc2C)c1=O. RXN SMILES: [CH2:30]([CH2:31][CH2:43][CH3:44])[Sn:32]([CH2:33][CH2:34][CH2:35][CH3:36])([CH2:37][CH2:38][CH2:39][CH3:40])[CH:41]=[CH2:42].[CH3:46][N:47]([CH3:48])[CH:49]=[O:50].[F:1][c:2]1[c:3]([CH2:4][O:5][c:6]2[n:7][cH:8][n:9](-[c:14]3[cH:15][c:16]([C:17](=[O:18])[O:19][CH3:20])[cH:21][cH:22][c:23]3[CH3:24])[c:10](=[O:13])[c:11]2[I:12])[cH:25][cH:26][c:27]([F:29])[cH:28]1.[Pd:51].[Sn:45]>>[F:1][c:2]1[c:3]([CH2:4][O:5][c:6]2[n:7][cH:8][n:9](-[c:14]3[cH:15][c:16]([C:17](=[O:18])[O:19][CH3:20])[cH:21][cH:22][c:23]3[CH3:24])[c:10](=[O:13])[c:11]2[CH:30]=[CH2:31])[cH:25][cH:26][c:27]([F:29])[cH:28]1. Reactants: C1CCOC1, COC1=NCCCC1, CC(C)NC(C)C, COC(=O)C(=Cc1ccc(F)cc1)C(=O)C(C)C, [Li]. Product: COC(=O)C(C(=O)C(C)C)C(c1ccc(F)cc1)C1CCCN=C1OC. Reaction SMILES: [CH2:35]1[O:36][CH2:37][CH2:38][CH2:39]1.[CH3:1][O:2][C:3]1=[N:8][CH2:7][CH2:6][CH2:5][CH2:4]1.[CH:9]([NH:10][CH:11]([CH3:12])[CH3:13])([CH3:14])[CH3:15].[F:17][c:18]1[cH:19][cH:20][c:21]([CH:24]=[C:25]([C:26](=[O:27])[O:28][CH3:29])[C:30]([CH:31]([CH3:32])[CH3:33])=[O:34])[cH:22][cH:23]1.[Li:16]>>[CH3:1][O:2][C:3]1=[N:8][CH2:7][CH2:6][CH2:5][CH:4]1[CH:24]([c:21]1[cH:20][cH:19][c:18]([F:17])[cH:23][cH:22]1)[CH:25]([C:26](=[O:27])[O:28][CH3:29])[C:30]([CH:31]([CH3:32])[CH3:33])=[O:34].